This data is from the Open Reaction Database (ORD), a public repository of structured organic reaction records. The task is: describe an organic reaction: reactants, conditions, products, and yield Starting materials: CC(C(=O)OCCNC(=O)OCCOC(C=C)=O)=C (2-({[2-(acryloyloxy)ethoxy]carbonyl}amino)ethyl 2-methylacrylate), CC1NC1 (2-methylaziridine). Run at time 8 hour. Product: CC(C(=O)OCCNC(=O)OCCOC(CCN1C(C1)C)=O)=C (2-{[(2-{[3-(2-methylaziridin-1-yl)propanoyl]oxy}ethoxy)carbonyl]amino}ethyl 2-methylacrylate). Isolated yield 98.8%. RXN SMILES: [CH3:1][C:2](=[CH2:19])[C:3]([O:5][CH2:6][CH2:7][NH:8][C:9]([O:11][CH2:12][CH2:13][O:14][C:15](=[O:18])[CH:16]=[CH2:17])=[O:10])=[O:4].[CH3:20][CH:21]1[CH2:23][NH:22]1>>[CH3:19][C:2](=[CH2:1])[C:3]([O:5][CH2:6][CH2:7][NH:8][C:9]([O:11][CH2:12][CH2:13][O:14][C:15](=[O:18])[CH2:16][CH2:17][N:22]1[CH2:23][CH:21]1[CH3:20])=[O:10])=[O:4]. Procedure: The product of Step 1 (2-({[2-(acryloyloxy)ethoxy]carbonyl}amino)ethyl 2-methylacrylate, 10.0 g, 37 mmol) was mixed with 2-methylaziridine (2.8 g, about 44 mmol, 90% pure, available from Aldrich) to cause a slight exotherm. The reaction mixture was allowed to stand at room temperature overnight. Excess 2-methylaziridine was removed at reduced pressure to leave the desired product (12.0 g) as a colorless liquid. NMR and IR spectral analyses confirmed the structure of the product. As a reaction SMILES: [CH2:9]([CH2:10][CH3:11])[N:12]([C:13]([NH:14][CH2:15][CH2:16][Cl:17])=[O:18])[CH:19]([CH:20]1[CH:21]([OH:33])[CH:22]([OH:32])[CH:23]([OH:31])[CH:24]([O:25][CH2:26][CH:27]([CH3:28])[CH3:29])[O:30]1)[OH:34].[CH3:1][CH:2]([CH2:3][CH2:4][O:6][N:7]=[O:5])[CH3:8].[CH3:46][OH:47].[O:35]1[CH2:36][CH2:37][O:38][CH2:39][CH2:40]1.[S:41](=[O:42])(=[O:43])([OH:44])[OH:45]>>[O:6]=[N:7][N:14]([C:13]([N:12]([CH2:9][CH2:10][CH3:11])[CH:19]([CH:20]1[CH:21]([OH:33])[CH:22]([OH:32])[CH:23]([OH:31])[CH:24]([O:25][CH2:26][CH:27]([CH3:28])[CH3:29])[O:30]1)[OH:34])=[O:18])[CH2:15][CH2:16][Cl:17]. Reactants: CCCN(C(=O)NCCCl)C(O)C1OC(OCC(C)C)C(O)C(O)C1O, CC(C)CCON=O, CO, C1COCCO1, O=S(=O)(O)O. The product is CCCN(C(=O)N(CCCl)N=O)C(O)C1OC(OCC(C)C)C(O)C(O)C1O.